This data is from the Open Reaction Database (ORD), a public repository of structured organic reaction records. The task is: describe an organic reaction: reactants, conditions, products, and yield Reactants: [N+](=O)([O-])C1=C(C(=O)OCC)C=CC(=C1)S(=O)(=O)C (ethyl 2-nitro-4-methylsulphonylbenzoate). The reagents and catalysts are [Pd] (palladium on charcoal). Run in CO (methanol). The product is NC1=C(C(=O)OCC)C=CC(=C1)S(=O)(=O)C (ethyl 2-amino-4-methylsulphonylbenzoate). Yield: 73.0%. As a reaction SMILES: [N+:1]([C:4]1[CH:14]=[C:13]([S:15]([CH3:18])(=[O:17])=[O:16])[CH:12]=[CH:11][C:5]=1[C:6]([O:8][CH2:9][CH3:10])=[O:7])([O-])=O>CO.[Pd]>[NH2:1][C:4]1[CH:14]=[C:13]([S:15]([CH3:18])(=[O:17])=[O:16])[CH:12]=[CH:11][C:5]=1[C:6]([O:8][CH2:9][CH3:10])=[O:7]. Procedure: A solution of ethyl 2-nitro-4-methylsulphonylbenzoate (10.0 g) in methanol was hydrogenated over 5% palladium on charcoal catalyst (1.2 g) at room temperature and atmospheric pressure. The resultant slurry was filtered and the filtrate was evaporated to dryness to give ethyl 2-amino-4-methylsulphonylbenzoate (6.5 g) as a yellow solid NMR (CDC3) 1.4(t,3H) 3.1(s,3H) 4.35(q,2H) 6.1(bs,2H) 7.0(d, 1H) 7.2(s, 1H) 7.95(d, 1H).